describe an organic reaction: reactants, conditions, products, and yield From a dataset of the Open Reaction Database (ORD), a public repository of structured organic reaction records. Starting materials: C(=O)C=1C(=CC2=CC=CC(=C2C1)C=O)C(=O)OC (methyl 3,5-diformyl-2-naphthoate), [Li+].[OH-] (LiOH). Run in O (H2O), C1CCOC1 (THF). Conditions: time 1.5 hour. Yields the product C(=O)C=1C2=CC3=C(C(OC3O)=O)C=C2C=CC1 (5-Formyl-3-hydroxynaphtho[2,3-c]furan-1(3H)-one). Yield: 19.0%. Reaction SMILES: [CH:1]([C:3]1[C:4]([C:15]([O:17]C)=[O:16])=[CH:5][C:6]2[C:11]([CH:12]=1)=[C:10]([CH:13]=[O:14])[CH:9]=[CH:8][CH:7]=2)=[O:2].[Li+].[OH-]>C1COCC1.O>[CH:13]([C:10]1[C:11]2[C:6]([CH:7]=[CH:8][CH:9]=1)=[CH:5][C:4]1[C:15](=[O:17])[O:16][CH:1]([OH:2])[C:3]=1[CH:12]=2)=[O:14] |f:1.2|. Procedure: To a solution of the impure methyl 3,5-diformyl-2-naphthoate in THF (10 mL) at rt was added 1.0 M aqueous LiOH (5 mL, 5 mmol). After 1.5 hours, the reaction mixture was diluted with H2O and washed with Et2O. The aqueous layer was acidified with 1.0 M aqueous HCl and extracted with EtOAc. The organic layer was dried over MgSO4 and concentrated in vacuo to give the title compound (200 mg, 19% from methyl 3,5-diethenyl-2-naphthoate) as a white solid.